This data is from the Open Reaction Database (ORD), a public repository of structured organic reaction records. The task is: describe an organic reaction: reactants, conditions, products, and yield Reactants: CCN(C(C)C)C(C)C, ClCCl, O=C(O)CN1CCCC(c2ccccc2)(c2ccccc2)C1=O, c1ccc(C2CNCCO2)cc1. Reaction SMILES: [CH:36]([N:37]([CH:38]([CH3:39])[CH3:40])[CH2:41][CH3:42])([CH3:43])[CH3:44].[Cl:45][CH2:46][Cl:47].[O:1]=[C:2]1[N:3]([CH2:20][C:21](=[O:22])[OH:23])[CH2:4][CH2:5][CH2:6][C:7]1([c:8]1[cH:9][cH:10][cH:11][cH:12][cH:13]1)[c:14]1[cH:15][cH:16][cH:17][cH:18][cH:19]1.[c:24]1([CH:30]2[O:31][CH2:32][CH2:33][NH:34][CH2:35]2)[cH:25][cH:26][cH:27][cH:28][cH:29]1>>[O:1]=[C:2]1[N:3]([CH2:20][C:21](=[O:23])[N:34]2[CH2:33][CH2:32][O:31][CH:30]([c:24]3[cH:25][cH:26][cH:27][cH:28][cH:29]3)[CH2:35]2)[CH2:4][CH2:5][CH2:6][C:7]1([c:8]1[cH:9][cH:10][cH:11][cH:12][cH:13]1)[c:14]1[cH:15][cH:16][cH:17][cH:18][cH:19]1. The product is O=C(CN1CCCC(c2ccccc2)(c2ccccc2)C1=O)N1CCOC(c2ccccc2)C1.